Dataset: the Open Reaction Database (ORD), a public repository of structured organic reaction records. Task: describe an organic reaction: reactants, conditions, products, and yield Starting materials: O=C([O-])[O-], ClCCBr, [Cs+], [Cs+], CN(C)C=O, O=Cc1ccc(OC(F)F)c(O)c1. The product is O=Cc1ccc(OC(F)F)c(OCCCl)c1. RXN SMILES: [C:18](=[O:19])([O-:20])[O-:21].[Cl:14][CH2:15][CH2:16][Br:17].[Cs+:22].[Cs+:23].[O:24]=[CH:25][N:26]([CH3:27])[CH3:28].[OH:1][c:2]1[cH:3][c:4]([CH:5]=[O:6])[cH:7][cH:8][c:9]1[O:10][CH:11]([F:12])[F:13]>>[O:1]([c:2]1[cH:3][c:4]([CH:5]=[O:6])[cH:7][cH:8][c:9]1[O:10][CH:11]([F:12])[F:13])[CH2:16][CH2:15][Cl:14]. The reactants are C(N)(=O)NC(CCCC(=O)O)=O (N-(carbamoyl)glutaramic acid), S(O)(O)(=O)=O (sulfuric acid), OO (hydrogen peroxide). Yields the product C(N)(=O)NC(CCCC(=O)OO)=O (N-(Carbamoyl)peroxyglutaramic acid). Reaction SMILES: [C:1]([NH:4][C:5](=[O:12])[CH2:6][CH2:7][CH2:8][C:9]([OH:11])=[O:10])(=[O:3])[NH2:2].S(=O)(=O)(O)[OH:14].OO>>[C:1]([NH:4][C:5](=[O:12])[CH2:6][CH2:7][CH2:8][C:9]([O:11][OH:14])=[O:10])(=[O:3])[NH2:2]. Procedure: 87 g (0.5 mol) of N-(carbamoyl)glutaramic acid, 175 g of sulfuric acid and 102 g (1.5 mol) of hydrogen peroxide (50% strength by weight) are reacted and worked up as described in Example 3. Starting materials: CCO, CCOC(=O)C1(C=O)CC1, N#C[K], NCc1ccccc1, [Na+], O, O=S([O-])O. The product is CCOC(=O)C1(C(C#N)NCc2ccccc2)CC1. RXN SMILES: [CH3:27][CH2:28][OH:29].[CH:1](=[O:2])[C:3]1([C:6](=[O:7])[O:8][CH2:9][CH3:10])[CH2:4][CH2:5]1.[K:16][C:17]#[N:18].[NH2:19][CH2:20][c:21]1[cH:22][cH:23][cH:24][cH:25][cH:26]1.[Na+:15].[OH2:30].[S:11]([O-:12])([OH:13])=[O:14]>>[CH:1]([C:3]1([C:6](=[O:7])[O:8][CH2:9][CH3:10])[CH2:4][CH2:5]1)([C:17]#[N:18])[NH:19][CH2:20][c:21]1[cH:22][cH:23][cH:24][cH:25][cH:26]1. The reactants are Cl.C(C1=CC=CC=C1)OC1=C2CCCC(C2=CC=C1)C(=O)N(CC=1C=NNC1)C=1C=NC(=CC1)C(C)C (5-benzyloxy-N-(6-isopropylpyridin-3-yl)-N-[(pyrazol-4-yl)methyl]-1,2,3,4-tetrahydronaphthalene-1-carboxamide hydrochloride), ClCC1=CC=CC(=N1)OC (6-chloromethyl-2-methoxypyridine). Yields the product C(C1=CC=CC=C1)OC1=C2CCCC(C2=CC=C1)C(=O)N(CC=1C=NN(C1)CC1=NC(=CC=C1)OC)C=1C=NC(=CC1)C(C)C (5-benzyloxy-N-(6-isopropylpyridin-3-yl)-N-({1-[(6-methoxypyridin-2-yl)methyl]pyrazol-4-yl}methyl)-1,2,3,4-tetrahydronaphthalene-1-carboxamide). Isolated yield 48.5%. Reaction SMILES: Cl.[CH2:2]([O:9][C:10]1[CH:19]=[CH:18][CH:17]=[C:16]2[C:11]=1[CH2:12][CH2:13][CH2:14][CH:15]2[C:20]([N:22]([C:29]1[CH:30]=[N:31][C:32]([CH:35]([CH3:37])[CH3:36])=[CH:33][CH:34]=1)[CH2:23][C:24]1[CH:25]=[N:26][NH:27][CH:28]=1)=[O:21])[C:3]1[CH:8]=[CH:7][CH:6]=[CH:5][CH:4]=1.Cl[CH2:39][C:40]1[N:45]=[C:44]([O:46][CH3:47])[CH:43]=[CH:42][CH:41]=1>>[CH2:2]([O:9][C:10]1[CH:19]=[CH:18][CH:17]=[C:16]2[C:11]=1[CH2:12][CH2:13][CH2:14][CH:15]2[C:20]([N:22]([C:29]1[CH:30]=[N:31][C:32]([CH:35]([CH3:37])[CH3:36])=[CH:33][CH:34]=1)[CH2:23][C:24]1[CH:25]=[N:26][N:27]([CH2:39][C:40]2[CH:41]=[CH:42][CH:43]=[C:44]([O:46][CH3:47])[N:45]=2)[CH:28]=1)=[O:21])[C:3]1[CH:8]=[CH:7][CH:6]=[CH:5][CH:4]=1 |f:0.1|. Procedure details: By the reaction and treatment in the same manner as in Example 271 using 5-benzyloxy-N-(6-isopropylpyridin-3-yl)-N-[(pyrazol-4-yl)methyl]-1,2,3,4-tetrahydronaphthalene-1-carboxamide hydrochloride (0.78 g) and 6-chloromethyl-2-methoxypyridine (0.47 g) as starting materials, 5-benzyloxy-N-(6-isopropylpyridin-3-yl)-N-({1-[(6-methoxypyridin-2-yl)methyl]pyrazol-4-yl}methyl)-1,2,3,4-tetrahydronaphthalene-1-carboxamide (0.44 g) was obtained. Starting materials: C(C)[Mg]Br (ethyl magnesium bromide), C([O-])(O)=O.[Na+] (sodium bicarbonate), C(=O)C1C(CCC12CCN(CC2)C(=O)OC(C)(C)C)O[Si](C)(C)C(C)(C)C (tert-Butyl 1-formyl-2-(tert-butyldimethylsilyloxy)-8-azaspiro[4.5]decane-8-carboxylate), C(C)[Mg]Br (ethyl magnesium bromide). The solvent is C1CCOC1 (THF), CCOCC (ether). Reaction conditions: time 30 minute. The product is OC(CC)C1C(CCC12CCN(CC2)C(=O)OC(C)(C)C)O[Si](C)(C)C(C)(C)C (tert-Butyl 1-(1-hydroxyprop-1-yl)-2-(tert-butyldimethylsilyloxy)-8-azaspiro[4.5]decane-8-carboxylate). Yield: 81.2%. As a reaction SMILES: [CH:1]([CH:3]1[C:7]2([CH2:12][CH2:11][N:10]([C:13]([O:15][C:16]([CH3:19])([CH3:18])[CH3:17])=[O:14])[CH2:9][CH2:8]2)[CH2:6][CH2:5][CH:4]1[O:20][Si:21]([C:24]([CH3:27])([CH3:26])[CH3:25])([CH3:23])[CH3:22])=[O:2].[CH2:28]([Mg]Br)[CH3:29].C(=O)(O)[O-].[Na+]>C1COCC1.CCOCC>[OH:2][CH:1]([CH:3]1[C:7]2([CH2:12][CH2:11][N:10]([C:13]([O:15][C:16]([CH3:19])([CH3:18])[CH3:17])=[O:14])[CH2:9][CH2:8]2)[CH2:6][CH2:5][CH:4]1[O:20][Si:21]([C:24]([CH3:27])([CH3:26])[CH3:25])([CH3:22])[CH3:23])[CH2:28][CH3:29] |f:2.3|. Procedure details: A solution of tert-butyl 1-formyl-2-(tert-butyldimethylsilyloxy)-8-azaspiro[4.5]decane-8-carboxylate (0.284 g, 0.714 mmol) from Step C in THF (7 mL) was cooled to −70° C. and ethyl magnesium bromide (3.0M, 0.262 mL, 0.786 mmol) was added. The reaction was stirred for 30 min and then an additional aliquot of ethyl magnesium bromide (3.0M, 0.050 mL, 0.142 mmol) was added. After 5 min, the reaction was diluted with ether, poured into sodium bicarbonate, and extracted three times with ether. The com... The reactants are C(C=C)N(CCCC#CC=1C=C2C(=CNC2=CC1)C)C (Allyl-methyl-[5-(3-methyl-1H-indol-5-yl)-pent-4-ynyl]-amine), IC1=CC=C(C=C1)C(F)(F)F (1-Iodo-4-trifluoromethyl-benzene). The product is C(C=C)N(CCCC#CC=1C=C2C(=CN(C2=CC1)C1=CC=C(C=C1)C(F)(F)F)C)C (Allyl-methyl-{5-[3-methyl-1-(4-trifluoromethyl-phenyl)-1H-indol-5-yl]-pent-4-ynyl}-amine). As a reaction SMILES: [CH2:1]([N:4]([CH3:20])[CH2:5][CH2:6][CH2:7][C:8]#[C:9][C:10]1[CH:11]=[C:12]2[C:16](=[CH:17][CH:18]=1)[NH:15][CH:14]=[C:13]2[CH3:19])[CH:2]=[CH2:3].I[C:22]1[CH:27]=[CH:26][C:25]([C:28]([F:31])([F:30])[F:29])=[CH:24][CH:23]=1>>[CH2:1]([N:4]([CH3:20])[CH2:5][CH2:6][CH2:7][C:8]#[C:9][C:10]1[CH:11]=[C:12]2[C:16](=[CH:17][CH:18]=1)[N:15]([C:22]1[CH:27]=[CH:26][C:25]([C:28]([F:31])([F:30])[F:29])=[CH:24][CH:23]=1)[CH:14]=[C:13]2[CH3:19])[CH:2]=[CH2:3]. Reported procedure: In analogy to example 17.1, Allyl-methyl-[5-(3-methyl-1H-indol-5-yl)-pent-4-ynyl]-amine and 1-Iodo-4-trifluoromethyl-benzene were converted to yield Allyl-methyl-{5-[3-methyl-1-(4-trifluoromethyl-phenyl)-1H-indol-5-yl]-pent-4-ynyl}-amine as yellow oil, MS: 411 (MH+). Procedure: To a solution of the intermediate from step D (0.1 g, 0.41 mmol) in DMF (2 mL) was added 4-trifluoromethoxy aniline (83 μL, 0.61 mmol), DIEA (215 μL, 1.23 mmol), HOAt (0.08 g, 0.61 mmol) and EDC (0.118 g, 0.61 mmol). The reaction was heated at 50° C. for 3 hours. The reaction was diluted with ethyl acetate, washed with 1N HCl , saturated NaHCO3, and saturated NaCl solutions. The organic layer was dried over anhydrous Na2SO4, filtered and concentrated in vacuo. The residue was purified by flash c... Solvent: C(C)(=O)OCC (ethyl acetate), CN(C)C=O (DMF). Run at temperature 50 celsius. Yields the product FC(OC1=CC=C(C=C1)NC(=O)C1=CC(=NN1)C1=CC(=C(C(=C1)F)F)F)(F)F (N-[4-(trifluoromethoxy)phenyl]-3-(3,4,5-trifluorophenyl)-1H-pyrazole-5-carboxamide). As a reaction SMILES: [F:1][C:2]1[CH:3]=[C:4]([C:10]2[CH:14]=[C:13]([C:15]([OH:17])=O)[NH:12][N:11]=2)[CH:5]=[C:6]([F:9])[C:7]=1[F:8].[F:18][C:19]([F:29])([F:28])[O:20][C:21]1[CH:27]=[CH:26][C:24]([NH2:25])=[CH:23][CH:22]=1.CCN(C(C)C)C(C)C.C1C=NC2N(O)N=NC=2C=1.C(Cl)CCl>CN(C=O)C.C(OCC)(=O)C>[F:18][C:19]([F:28])([F:29])[O:20][C:21]1[CH:22]=[CH:23][C:24]([NH:25][C:15]([C:13]2[NH:12][N:11]=[C:10]([C:4]3[CH:5]=[C:6]([F:9])[C:7]([F:8])=[C:2]([F:1])[CH:3]=3)[CH:14]=2)=[O:17])=[CH:26][CH:27]=1. Starting materials: FC=1C=C(C=C(C1F)F)C1=NNC(=C1)C(=O)O (3-(3,4,5-trifluorophenyl)-1H-pyrazole-5-carboxylic acid), FC(OC1=CC=C(N)C=C1)(F)F (4-trifluoromethoxy aniline), CCN(C(C)C)C(C)C (DIEA), C1=CC2=C(N=C1)N(N=N2)O (HOAt), C(CCl)Cl (EDC). Starting materials: COC(C1=CC=CC=C1)OC (benzaldehyde dimethyl acetal), SCCCO (3-mecapto-1-propanol). The reagents and catalysts are O.[O-2].[O-2].[O-2].O=[Si]=O.O=[Si]=O.O=[Si]=O.O=[Si]=O.[Al+3].[Al+3] (Montmorillonite KSF). Solvent: C1CCOC1 (THF), C1CCOC1 (THF). Yields the product C1(=CC=CC=C1)C1OCCS1 (2-phenyl-1,3-oxathiolane). Isolated yield 105.8%. As a reaction SMILES: CO[CH:3]([O:10][CH3:11])[C:4]1[CH:9]=[CH:8][CH:7]=[CH:6][CH:5]=1.[SH:12][CH2:13]CCO>C1COCC1.O.[O-2].[O-2].[O-2].O=[Si]=O.O=[Si]=O.O=[Si]=O.O=[Si]=O.[Al+3].[Al+3]>[C:4]1([CH:3]2[S:12][CH2:13][CH2:11][O:10]2)[CH:9]=[CH:8][CH:7]=[CH:6][CH:5]=1 |f:3.4.5.6.7.8.9.10.11.12|. Reported procedure: To an oven-dried 250 mL flask fitted with a magnetic stirring bar and reflux condenser was introduced 0.4 g of Montmorillonite KSF, 1.65 g (10.8 mmol) of benzaldehyde dimethyl acetal in 35 mL of THF, followed by 1.0 g (10.8 mmol) of 3-mecapto-1-propanol in 5 mL of THF. The mixture was refluxed under nitrogen for 12 hours. After cooling to room temperature and filtered, the filtrate was washed with saturated NaHCO3 (2×20 mL), saturated NaCl (20 mL) and dried over MgSO4 (anhydrous). The solvent wa...